From a dataset of the Open Reaction Database (ORD), a public repository of structured organic reaction records. describe an organic reaction: reactants, conditions, products, and yield Reactants: [BH4-], O=C(c1cccc(Br)c1)N1CCC(N(Cc2ccnc3ccccc23)C(=O)C(F)(F)F)CC1Cc1ccccc1, [Na+]. Yields the product O=C(c1cccc(Br)c1)N1CCC(NCc2ccnc3ccccc23)CC1Cc1ccccc1. Reaction SMILES: [BH4-:41].[CH2:1]([c:2]1[cH:3][cH:4][cH:5][cH:6][cH:7]1)[CH:8]1[N:9]([C:32]([c:33]2[cH:34][c:35]([Br:39])[cH:36][cH:37][cH:38]2)=[O:40])[CH2:10][CH2:11][CH:12]([N:14]([C:15](=[O:16])[C:17]([F:18])([F:19])[F:20])[CH2:21][c:22]2[cH:23][cH:24][n:25][c:26]3[cH:27][cH:28][cH:29][cH:30][c:31]23)[CH2:13]1.[Na+:42]>>[CH2:1]([c:2]1[cH:3][cH:4][cH:5][cH:6][cH:7]1)[CH:8]1[N:9]([C:32]([c:33]2[cH:34][c:35]([Br:39])[cH:36][cH:37][cH:38]2)=[O:40])[CH2:10][CH2:11][CH:12]([NH:14][CH2:21][c:22]2[cH:23][cH:24][n:25][c:26]3[cH:27][cH:28][cH:29][cH:30][c:31]23)[CH2:13]1. Reactants: C(C1=CC=CC=C1)N(C(=O)OCC1=CC=CC=C1)C(CC1=CC(=C(C=C1)OCC1=CC=CC=C1)C(C)(C)C)C (N-benzyl-2-(4-benzyloxy-3-tert-butylphenyl)-1-methyl-N-(benzyloxycarbonyl)-ethylamine), [H][H] (hydrogen). The reagents and catalysts are [OH-].[OH-].[Pd+2] (palladium hydroxide/carbon). Solvent: CO (methanol). Yields the product C(C)(C)(C)C=1C=C(C=CC1O)CC(C)N (2-(3-tert-butyl-4-hydroxyphenyl)-1-methylethylamine). Isolated yield 96.5%. RXN SMILES: C([N:8]([CH:19]([CH3:39])[CH2:20][C:21]1[CH:26]=[CH:25][C:24]([O:27]CC2C=CC=CC=2)=[C:23]([C:35]([CH3:38])([CH3:37])[CH3:36])[CH:22]=1)C(OCC1C=CC=CC=1)=O)C1C=CC=CC=1.[H][H]>[OH-].[OH-].[Pd+2].CO>[C:35]([C:23]1[CH:22]=[C:21]([CH2:20][CH:19]([NH2:8])[CH3:39])[CH:26]=[CH:25][C:24]=1[OH:27])([CH3:38])([CH3:36])[CH3:37] |f:2.3.4|. Procedure details: A suspension of N-benzyl-2-(4-benzyloxy-3-tert-butylphenyl)-1-methyl-N-(benzyloxycarbonyl)-ethylamine (2.35 g, 4.50 mmol) and 20% palladium hydroxide/carbon catalyst (0.50 g) in methanol (30 ml) was stirred in a hydrogen atmosphere overnight. The mixture was filtered to remove the catalyst and the filtrate was evaporated to remove the solvent under reduced pressure, giving 2-(3-tert-butyl-4-hydroxyphenyl)-1-methylethylamine (T21) (0.90 g, 96%).